Dataset: the Open Reaction Database (ORD), a public repository of structured organic reaction records. Task: describe an organic reaction: reactants, conditions, products, and yield Reactants: C1(CC1)C(=O)NC=1N=C2N(C=C(C=C2)OC2=C(C=C(C=C2)NC(=O)C=2C(N(C(=CC2)C)C2=CC=CC=C2)=O)F)C1 (N-[4-({2-[(cyclopropylcarbonyl)amino]imidazo[1,2-a]pyridin-6-yl}oxy)-3-fluorophenyl]-6-methyl-2-oxo-1-phenyl-1,2-dihydropyridine-3-carboxamide), O.C1(=CC=C(C=C1)S(=O)(=O)O)C (p-toluenesulfonic acid monohydrate). Run in C(C)O (ethanol). Run at temperature 70 celsius, time 1 hour. Product: C1(=CC=C(C=C1)S(=O)(=O)O)C.C1(CC1)C(=O)NC=1N=C2N(C=C(C=C2)OC2=C(C=C(C=C2)NC(=O)C=2C(N(C(=CC2)C)C2=CC=CC=C2)=O)F)C1 (N-[4-({2-[(cyclopropylcarbonyl)amino]imidazo[1,2-a]pyridin-6-yl}oxy)-3-fluorophenyl]-6-methyl-2-oxo-1-phenyl-1,2-dihydropyridine-3-carboxamide p-toluenesulfonate). Yield: 81.7%. As a reaction SMILES: [CH:1]1([C:4]([NH:6][C:7]2[N:8]=[C:9]3[CH:14]=[CH:13][C:12]([O:15][C:16]4[CH:21]=[CH:20][C:19]([NH:22][C:23]([C:25]5[C:26](=[O:38])[N:27]([C:32]6[CH:37]=[CH:36][CH:35]=[CH:34][CH:33]=6)[C:28]([CH3:31])=[CH:29][CH:30]=5)=[O:24])=[CH:18][C:17]=4[F:39])=[CH:11][N:10]3[CH:40]=2)=[O:5])[CH2:3][CH2:2]1.O.[C:42]1([CH3:52])[CH:47]=[CH:46][C:45]([S:48]([OH:51])(=[O:50])=[O:49])=[CH:44][CH:43]=1>C(O)C>[C:42]1([CH3:52])[CH:43]=[CH:44][C:45]([S:48]([OH:51])(=[O:49])=[O:50])=[CH:46][CH:47]=1.[CH:1]1([C:4]([NH:6][C:7]2[N:8]=[C:9]3[CH:14]=[CH:13][C:12]([O:15][C:16]4[CH:21]=[CH:20][C:19]([NH:22][C:23]([C:25]5[C:26](=[O:38])[N:27]([C:32]6[CH:33]=[CH:34][CH:35]=[CH:36][CH:37]=6)[C:28]([CH3:31])=[CH:29][CH:30]=5)=[O:24])=[CH:18][C:17]=4[F:39])=[CH:11][N:10]3[CH:40]=2)=[O:5])[CH2:3][CH2:2]1 |f:1.2,4.5|. Reported procedure: To a suspension of N-[4-({2-[(cyclopropylcarbonyl)amino]imidazo[1,2-a]pyridin-6-yl}oxy)-3-fluorophenyl]-6-methyl-2-oxo-1-phenyl-1,2-dihydropyridine-3-carboxamide (650 mg, 1.21 mmol) in ethanol (6.5 ml) was added p-toluenesulfonic acid monohydrate (276 mg, 1.45 mmol) at 70° C. The reaction solution was stirred at 70° C. for 1 hr, and the precipitate was collected by filtration and washed with ethanol to give the title compound (702 mg, 82%) as white crystals.